Dataset: the Open Reaction Database (ORD), a public repository of structured organic reaction records. Task: describe an organic reaction: reactants, conditions, products, and yield The reactants are CCCCP(CCCC)CCCC, COCOCc1nc(-c2ccccc2)oc1C=O, Cc1oc(-c2ccccc2)nc1COc1ccc(O)cc1, O=C(N=NC(=O)N1CCCCC1)N1CCCCC1, C1CCOC1. Yields the product COCOCc1nc(-c2ccccc2)oc1COc1ccc(OCc2nc(-c3ccccc3)oc2C)cc1. RXN SMILES: [CH2:19]([P:20]([CH2:21][CH2:22][CH2:23][CH3:24])[CH2:25][CH2:26][CH2:27][CH3:28])[CH2:29][CH2:30][CH3:31].[CH3:1][O:2][CH2:3][O:4][CH2:5][c:6]1[n:7][c:8](-[c:13]2[cH:14][cH:15][cH:16][cH:17][cH:18]2)[o:9][c:10]1[CH:11]=[O:12].[CH3:32][c:33]1[c:34]([CH2:44][O:45][c:46]2[cH:47][cH:48][c:49]([OH:52])[cH:50][cH:51]2)[n:35][c:36](-[c:38]2[cH:39][cH:40][cH:41][cH:42][cH:43]2)[o:37]1.[N:53]([C:54]([N:55]1[CH2:56][CH2:57][CH2:58][CH2:59][CH2:60]1)=[O:61])=[N:62][C:63]([N:64]1[CH2:65][CH2:66][CH2:67][CH2:68][CH2:69]1)=[O:70].[O:71]1[CH2:72][CH2:73][CH2:74][CH2:75]1>>[CH3:1][O:2][CH2:3][O:4][CH2:5][c:6]1[n:7][c:8](-[c:13]2[cH:14][cH:15][cH:16][cH:17][cH:18]2)[o:9][c:10]1[CH2:11][O:12][c:49]1[cH:48][cH:47][c:46]([O:45][CH2:44][c:34]2[c:33]([CH3:32])[o:37][c:36](-[c:38]3[cH:39][cH:40][cH:41][cH:42][cH:43]3)[n:35]2)[cH:51][cH:50]1.